describe an organic reaction: reactants, conditions, products, and yield From a dataset of the Open Reaction Database (ORD), a public repository of structured organic reaction records. The reactants are CC1(CC(=C(CC1)C1=CC=C(C=C1)OCC1=CC=CC=C1)C1=CC=C(C=C1)OCC1=CC=CC=C1)CO ((1-methyl-3,4-di(4-benzyloxy-phenyl)-cyclohex-3-enyl)-methanol). The reagents and catalysts are Cl[Ti](Cl)(Cl)Cl (TiCl4). Run in C(Cl)Cl (DCM), C(C)(=O)OCC (ethyl acetate), O (H2O). Reaction conditions: temperature -10 celsius, time 3 hour. The product is CC1(CC(=C(CC1)C1=CC=C(C=C1)O)C1=CC=C(C=C1)O)CO ((1-methyl-3,4-di(4-hydroxy-phenyl)-cyclohex-3-enyl)-methanol). As a reaction SMILES: [CH3:1][C:2]1([CH2:36][OH:37])[CH2:7][CH2:6][C:5]([C:8]2[CH:13]=[CH:12][C:11]([O:14]CC3C=CC=CC=3)=[CH:10][CH:9]=2)=[C:4]([C:22]2[CH:27]=[CH:26][C:25]([O:28]CC3C=CC=CC=3)=[CH:24][CH:23]=2)[CH2:3]1>C(Cl)Cl.C(OCC)(=O)C.O.Cl[Ti](Cl)(Cl)Cl>[CH3:1][C:2]1([CH2:36][OH:37])[CH2:7][CH2:6][C:5]([C:8]2[CH:13]=[CH:12][C:11]([OH:14])=[CH:10][CH:9]=2)=[C:4]([C:22]2[CH:23]=[CH:24][C:25]([OH:28])=[CH:26][CH:27]=2)[CH2:3]1. Procedure details: To a solution of (1-methyl-3,4-di(4-benzyloxy-phenyl)-cyclohex-3-enyl)-methanol (150 mg, 0.306 mmol) in DCM (5.0 mL) at −10° C. was added TiCl4 (0.102 mL, 3.0 eq.) and the reaction mixture stirred at −10° C. for 3 h. The reaction mixture was then diluted with ethyl acetate (20 mL and H2O (10 mL). The organic layer was separated, dried over MgSO4, and purified by SiO2 (50˜100% ethyl acetate/hexane) to yield a lower TLC spot of (1-methyl-3,4-di(4-hydroxy-phenyl)-cyclohex-3-enyl)-methanol.